This data is from the Open Reaction Database (ORD), a public repository of structured organic reaction records. The task is: describe an organic reaction: reactants, conditions, products, and yield Reactants: N1(CCOCC1)C1=NC(=NC(=N1)OC1CCOCC1)C1=CC=C(N)C=C1 (4-[4-morpholin-4-yl-6-(tetrahydro-2H-pyran-4-yloxy)-1,3,5-triazin-2-yl]aniline), N1=CC(=CC=C1)N=C=O (3-pyridylisocyanate). Yields the product N1(CCOCC1)C1=NC(=NC(=N1)OC1CCOCC1)C1=CC=C(C=C1)NC(=O)NC=1C=NC=CC1 (1-{4-[4-morpholin-4-yl-6-(tetrahydro-2H-pyran-4-yloxy)-1,3,5-triazin-2-yl]phenyl}-3-pyridin-3-ylurea). RXN SMILES: [N:1]1([C:7]2[N:12]=[C:11]([O:13][CH:14]3[CH2:19][CH2:18][O:17][CH2:16][CH2:15]3)[N:10]=[C:9]([C:20]3[CH:26]=[CH:25][C:23]([NH2:24])=[CH:22][CH:21]=3)[N:8]=2)[CH2:6][CH2:5][O:4][CH2:3][CH2:2]1.[N:27]1[CH:32]=[CH:31][CH:30]=[C:29]([N:33]=[C:34]=[O:35])[CH:28]=1>>[N:1]1([C:7]2[N:12]=[C:11]([O:13][CH:14]3[CH2:15][CH2:16][O:17][CH2:18][CH2:19]3)[N:10]=[C:9]([C:20]3[CH:26]=[CH:25][C:23]([NH:24][C:34]([NH:33][C:29]4[CH:28]=[N:27][CH:32]=[CH:31][CH:30]=4)=[O:35])=[CH:22][CH:21]=3)[N:8]=2)[CH2:2][CH2:3][O:4][CH2:5][CH2:6]1. Procedure: 1-{4-[4-morpholin-4-yl-6-(tetrahydro-2H-pyran-4-yloxy)-1,3,5-triazin-2-yl]phenyl}-3-pyridin-3-ylurea was prepared by reacting the 4-[4-morpholin-4-yl-6-(tetrahydro-2H-pyran-4-yloxy)-1,3,5-triazin-2-yl]aniline and the corresponding 3-pyridylisocyanate. Product was purified by Gilson, HPLC. MS (ESI) m/z 477.53. The reactants are [Br-], CC[P+](c1ccccc1)(c1ccccc1)c1ccccc1, COC(C)(C)C, O=CC1CCC(c2ccc(-c3ccc(F)c(F)c3)cc2)CC1. Yields the product CC=CC1CCC(c2ccc(-c3ccc(F)c(F)c3)cc2)CC1. As a reaction SMILES: [Br-:29].[CH2:30]([P+:31]([c:32]1[cH:33][cH:34][cH:35][cH:36][cH:37]1)([c:38]1[cH:39][cH:40][cH:41][cH:42][cH:43]1)[c:44]1[cH:45][cH:46][cH:47][cH:48][cH:49]1)[CH3:50].[CH3:23][O:24][C:25]([CH3:26])([CH3:27])[CH3:28].[F:1][c:2]1[cH:3][c:4](-[c:9]2[cH:10][cH:11][c:12]([CH:15]3[CH2:16][CH2:17][CH:18]([CH:21]=[O:22])[CH2:19][CH2:20]3)[cH:13][cH:14]2)[cH:5][cH:6][c:7]1[F:8]>>[F:1][c:2]1[cH:3][c:4](-[c:9]2[cH:10][cH:11][c:12]([CH:15]3[CH2:16][CH2:17][CH:18]([CH:21]=[CH:25][CH3:26])[CH2:19][CH2:20]3)[cH:13][cH:14]2)[cH:5][cH:6][c:7]1[F:8]. The reactants are O1CCN(CC1)C(CN1C2=C(C3=CC=CC=C13)C=CN=C2C=O)=O (9-(2-morpholino-2-oxoethyl)-9H-pyrido[3,4-b]indole-1-carbaldehyde), N1=CC=CC=2CCC[C@@H](C12)N ((S)-5,6,7,8-tetrahydroquinolin-8-amine), C(C)(=O)O[BH-](OC(C)=O)OC(C)=O.[Na+] (sodium triacetoxyborohydride). Solvent: ClCCl (dichloromethane). The product is O1CCN(CC1)C(CN1C2=C(C3=CC=CC=C13)C=CN=C2CN[C@H]2CCCC=1C=CC=NC21)=O ((S)-1-morpholino-2-(1-((5,6,7,8-tetrahydroquinolin-8-ylamino)methyl)-9H-pyrido[3,4-b]indol-9-yl)ethanone). Yield: 85.0%. Reaction SMILES: [O:1]1[CH2:6][CH2:5][N:4]([C:7](=[O:24])[CH2:8][N:9]2[C:17]3[C:12](=[CH:13][CH:14]=[CH:15][CH:16]=3)[C:11]3[CH:18]=[CH:19][N:20]=[C:21]([CH:22]=O)[C:10]2=3)[CH2:3][CH2:2]1.[N:25]1[C:34]2[C@@H:33]([NH2:35])[CH2:32][CH2:31][CH2:30][C:29]=2[CH:28]=[CH:27][CH:26]=1.C(O[BH-](OC(=O)C)OC(=O)C)(=O)C.[Na+]>ClCCl>[O:1]1[CH2:6][CH2:5][N:4]([C:7](=[O:24])[CH2:8][N:9]2[C:17]3[C:12](=[CH:13][CH:14]=[CH:15][CH:16]=3)[C:11]3[CH:18]=[CH:19][N:20]=[C:21]([CH2:22][NH:35][C@@H:33]4[C:34]5[N:25]=[CH:26][CH:27]=[CH:28][C:29]=5[CH2:30][CH2:31][CH2:32]4)[C:10]2=3)[CH2:3][CH2:2]1 |f:2.3|. Reported procedure: 1.5 mmol of 9-(2-morpholino-2-oxoethyl)-9H-pyrido[3,4-b]indole-1-carbaldehyde, 1.5 mmol of (S)-5,6,7,8-tetrahydroquinolin-8-amine, and 3.00 mmol of sodium triacetoxyborohydride in 20 ml dichloromethane were stirred for 2 hours at room temperature, then reaction was quenched with saturated sodium bicarbonate solution. Organic layer was dried over magnesium sulfate, filtered off, and evaporated. Desired product was purified with column chromatography using dichloromethane:methanol:NH4OH (9:1:0.1) ... Product: ClC1=C(C=C(C=C1)N1CCC(CC1)C(CN1N=C(C(=C1C)Cl)C(F)(F)F)NC(C)=O)OC (N-(1-(1-(4-chloro-3-methoxyphenyl)piperidin-4-yl)-2-(4-chloro-5-methyl-3-(trifluoromethyl)-1H-pyrazol-1-yl)ethyl)acetamide). Reagents/catalysts: CN(C)C=1C=CN=CC1 (DMAP). Procedure details: A solution of 1-(1-(4-chloro-3-methoxyphenyl)piperidin-4-yl)-2-(4-chloro-5-methyl-3-(trifluoromethyl)-1H-pyrazol-1-yl)ethanamine (49 mg, 0.109 mmol) in anhydrous DCM (1.5 mL) was treated with acetic anhydride (0.012 mL, 0.130 mmol) and DMAP (1.3 mg, 11 μmol), and the resultant mixture was stirred at RT for 1.5 h. After this time, the mixture was diluted with DCM (5 mL) and then washed sequentially with saturated NaHCO3 and brine. The organic extract was dried (MgSO4) and concentrated in vacuo to... Reaction SMILES: [Cl:1][C:2]1[CH:7]=[CH:6][C:5]([N:8]2[CH2:13][CH2:12][CH:11]([CH:14]([NH2:27])[CH2:15][N:16]3[C:20]([CH3:21])=[C:19]([Cl:22])[C:18]([C:23]([F:26])([F:25])[F:24])=[N:17]3)[CH2:10][CH2:9]2)=[CH:4][C:3]=1[O:28][CH3:29].[C:30](OC(=O)C)(=[O:32])[CH3:31]>C(Cl)Cl.CN(C1C=CN=CC=1)C>[Cl:1][C:2]1[CH:7]=[CH:6][C:5]([N:8]2[CH2:13][CH2:12][CH:11]([CH:14]([NH:27][C:30](=[O:32])[CH3:31])[CH2:15][N:16]3[C:20]([CH3:21])=[C:19]([Cl:22])[C:18]([C:23]([F:25])([F:26])[F:24])=[N:17]3)[CH2:10][CH2:9]2)=[CH:4][C:3]=1[O:28][CH3:29]. The yield is 91.1%. Reactants: resultant mixture, ClC1=C(C=C(C=C1)N1CCC(CC1)C(CN1N=C(C(=C1C)Cl)C(F)(F)F)N)OC (1-(1-(4-chloro-3-methoxyphenyl)piperidin-4-yl)-2-(4-chloro-5-methyl-3-(trifluoromethyl)-1H-pyrazol-1-yl)ethanamine), C(C)(=O)OC(C)=O (acetic anhydride). Run in C(Cl)Cl (DCM), C(Cl)Cl (DCM). The reactants are BrCCC\C=C/C\C=C/CC ((4Z,7Z)-1-bromo-4,7-decadiene), ( 26 ), ( 38 ), ( 93 ), ( 100 ), ( 39 ), ( 38 ), ( 40 ), ( 19 ), O1C(CCCC1)OCCC\C=C/C\C=C/CC ((4Z,7Z)-1-(tetrahydropyran-2-yloxy)-4,7-decadiene), C(C)(=O)OCCCCCCC\C=C/C\C=C/CC ((8Z,11Z)-8,11-tetradecadien-1-yl acetate), ( 66 ), ( 57 ), ( 50 ), ( 8 ), ( 19 ). The product is C(C)(=O)OCC\C=C\CCC\C=C/CCCCC ((3E,8Z)-3,8-tetradecadienyl acetate). RXN SMILES: BrCCC/C=C\C/C=C\CC.O1CCCCC1OCCC/C=C\C/C=C\CC.[C:29]([O:32][CH2:33][CH2:34][CH2:35][CH2:36][CH2:37][CH2:38][CH2:39]/[CH:40]=[CH:41]\[CH2:42]/[CH:43]=[CH:44]\[CH2:45][CH3:46])(=[O:31])[CH3:30]>>[C:29]([O:32][CH2:33][CH2:34]/[CH:35]=[CH:36]/[CH2:37][CH2:38][CH2:39]/[CH:40]=[CH:41]\[CH2:42][CH2:43][CH2:44][CH2:45][CH3:46])(=[O:31])[CH3:30]. Procedure details: Dry THF (3 ml) was treated with trimethylsilyl iodide (260 mg, 185 μl, 1.30 mmol) at room temperature and stirred for 15 min to form 4-trimethylsiloxybutyl iodide (11). A solution of CuCN. (LiCl)2 in THF (1M, 100 μl) was added, and the mixture was cooled to -40° C. The above prepared solution of Grignard reagent 10, was then added over a period of 30 min, and a white precipitate formed. The mixture was stirred at -40° to -20° C. for 1 hr followed by an additional 1 hr at room temperature. The re... Starting materials: CNCC1=C(C=CC=C1)F (N-methyl-o-fluorobenzylamine), ClCCC(O)C1=CC=CC=C1 (3-chloro-1-phenylpropan-1-ol), CC1(NC(CCC1)(C)C)C (2,2,6,6-tetramethylpiperidine). The solvent is C(C)#N (acetonitrile). Product: FC1=C(C=CC=C1)CN(C)CCC(C1=CC=CC=C1)O (N-(2-Fluorophenylmethyl)-3-hydroxy-N-methyl-3-phenylpropylamine). Isolated yield 59.3%. RXN SMILES: [CH3:1][NH:2][CH2:3][C:4]1[CH:9]=[CH:8][CH:7]=[CH:6][C:5]=1[F:10].Cl[CH2:12][CH2:13][CH:14]([C:16]1[CH:21]=[CH:20][CH:19]=[CH:18][CH:17]=1)[OH:15].CC1(C)CCCC(C)(C)N1>C(#N)C>[F:10][C:5]1[CH:6]=[CH:7][CH:8]=[CH:9][C:4]=1[CH2:3][N:2]([CH2:12][CH2:13][CH:14]([OH:15])[C:16]1[CH:21]=[CH:20][CH:19]=[CH:18][CH:17]=1)[CH3:1]. Reported procedure: A mixture of N-methyl-o-fluorobenzylamine (27.8 g), 3-chloro-1-phenylpropan-1-ol(34.2 g), 2,2,6,6-tetramethylpiperidine (34.4 ml) and acetonitrile (500 ml) was refluxed for 48 h. The mixture was cooled to room temperature, filtered and the solvent removed. The residue was partitioned between chloroform and aqueous sodium bicarbonate. The organic phase was dried and the solvent removed. The residue was disolved in 60°-80° petrol (150 ml) and allowed to crystallise yielding the title compound (32....